describe an organic reaction: reactants, conditions, products, and yield From a dataset of the Open Reaction Database (ORD), a public repository of structured organic reaction records. Starting materials: [Si](C)(C)(C(C)(C)C)OC[C@H]1N(C[C@H](C=C1C)O)C(=O)OC(C)(C)C ((2S,5S)-tert-butyl 2-((tert-butyldimethylsilyloxy)methyl)-5-hydroxy-3-methyl-5,6-dihydropyridine-1(2H)-carboxylate), [Si](C)(C)(C(C)(C)C)OC[C@H]1N(C[C@H](C=C1C)O)C(=O)OC(C)(C)C ((2S,5S)-tert-butyl 2-((tert-butyldimethylsilyloxy)methyl)-5-hydroxy-3-methyl-5,6-dihydropyridine-1(2H)-carboxylate), C(C=C)ONS(=O)(=O)C1=C(C=CC=C1)[N+](=O)[O-] (N-(allyloxy)-2-nitrobenzenesulfonamide), C1(=CC=CC=C1)P(C1=CC=CC=C1)C1=CC=CC=C1 (triphenylphosphine), N(=N\C(=O)OC(C)C)/C(=O)OC(C)C ((E)-diisopropyl diazene-1,2-dicarboxylate). The solvent is C1(=CC=CC=C1)C (toluene). Conditions: time 2 hour. Yields the product C(C=C)ON(S(=O)(=O)C1=C(C=CC=C1)[N+](=O)[O-])[C@@H]1C=C([C@H](N(C1)C(=O)OC(C)(C)C)CO[Si](C)(C)C(C)(C)C)C ((2S,5R)-tert-butyl 5-(N-(allyloxy)-2-nitrophenylsulfonamido)-2-((tert-butyldimethylsilyloxy)methyl)-3-methyl-5,6-dihydropyridine-1(2H)-carboxylate). The yield is 76.9%. Reaction SMILES: [Si:1]([O:8][CH2:9][C@@H:10]1[C:15]([CH3:16])=[CH:14][C@H:13](O)[CH2:12][N:11]1[C:18]([O:20][C:21]([CH3:24])([CH3:23])[CH3:22])=[O:19])([C:4]([CH3:7])([CH3:6])[CH3:5])([CH3:3])[CH3:2].[CH2:25]([O:28][NH:29][S:30]([C:33]1[CH:38]=[CH:37][CH:36]=[CH:35][C:34]=1[N+:39]([O-:41])=[O:40])(=[O:32])=[O:31])[CH:26]=[CH2:27].C1(P(C2C=CC=CC=2)C2C=CC=CC=2)C=CC=CC=1.N(/C(OC(C)C)=O)=N\C(OC(C)C)=O>C1(C)C=CC=CC=1>[CH2:25]([O:28][N:29]([C@H:13]1[CH2:12][N:11]([C:18]([O:20][C:21]([CH3:22])([CH3:24])[CH3:23])=[O:19])[C@H:10]([CH2:9][O:8][Si:1]([C:4]([CH3:5])([CH3:7])[CH3:6])([CH3:2])[CH3:3])[C:15]([CH3:16])=[CH:14]1)[S:30]([C:33]1[CH:38]=[CH:37][CH:36]=[CH:35][C:34]=1[N+:39]([O-:41])=[O:40])(=[O:32])=[O:31])[CH:26]=[CH2:27]. Procedure details: To a stirred suspension of (2S,5S)-tert-butyl 2-((tert-butyldimethylsilyloxy)methyl)-5-hydroxy-3-methyl-5,6-dihydropyridine-1(2H)-carboxylate (Intermediate 79, 5.48 g, 15.33 mmol), N-(allyloxy)-2-nitrobenzenesulfonamide (7.92 g, 30.65 mmol) and triphenylphosphine (12.06 g, 45.98 mmol) in toluene (20 mL) was cooled in an ice-bath and added dropwise (E)-diisopropyl diazene-1,2-dicarboxylate (8.91 ml, 45.98 mmol). Reaction was let warm up to rt and continued to stir at rt for 2 h. The reaction mixt... The reactants are C[Mg]Br (Methyl magnesium bromide), solution, [Cl-].[Li+] (lithium chloride), CC=1N(C(=CC1)C)C1=NC=C(C=N1)C1=CC=C(C=C1)C(C(C)C)(C)C1=CC=C(C=N1)C1=CC=C(N=N1)C(C)=O (1-{6-[6-(1-{4-[2-(2,5-dimethyl-1H-pyrrol-1-yl)pyrimidin-5-yl]phenyl}-1,2-dimethylpropyl)pyridin-3-yl]pyridazin-3-yl}ethanone). The solvent is C1CCOC1.C1(=CC=CC=C1)C (THF toluene), C1CCOC1 (THF). Reaction conditions: time 1 hour. Product: CC=1N(C(=CC1)C)C1=NC=C(C=N1)C1=CC=C(C=C1)C(C(C)C)(C)C1=CC=C(C=N1)C1=CC=C(N=N1)C(C)(C)O (2-{6-[6-(1-{4-[2-(2,5-dimethyl-1H-pyrrol-1-yl)pyrimidin-5-yl]phenyl}-1,2-dimethylpropyl)pyridin-3-yl]pyridazin-3-yl}propan-2-ol). RXN SMILES: [CH3:1][Mg]Br.[Cl-].[Li+].[CH3:6][C:7]1[N:8]([C:13]2[N:18]=[CH:17][C:16]([C:19]3[CH:24]=[CH:23][C:22]([C:25]([C:30]4[N:35]=[CH:34][C:33]([C:36]5[N:41]=[N:40][C:39]([C:42](=[O:44])[CH3:43])=[CH:38][CH:37]=5)=[CH:32][CH:31]=4)([CH3:29])[CH:26]([CH3:28])[CH3:27])=[CH:21][CH:20]=3)=[CH:15][N:14]=2)[C:9]([CH3:12])=[CH:10][CH:11]=1>C1COCC1.C1(C)C=CC=CC=1.C1COCC1>[CH3:6][C:7]1[N:8]([C:13]2[N:18]=[CH:17][C:16]([C:19]3[CH:20]=[CH:21][C:22]([C:25]([C:30]4[N:35]=[CH:34][C:33]([C:36]5[N:41]=[N:40][C:39]([C:42]([OH:44])([CH3:1])[CH3:43])=[CH:38][CH:37]=5)=[CH:32][CH:31]=4)([CH3:29])[CH:26]([CH3:27])[CH3:28])=[CH:23][CH:24]=3)=[CH:15][N:14]=2)[C:9]([CH3:12])=[CH:10][CH:11]=1 |f:1.2,4.5|. Reported procedure: Methyl magnesium bromide (32.4 mL of a 1.4 M solution in THF:toluene (25:75)) was added to a stirred solution of lithium chloride (1.93 g, 45.4 mmol) and 4z (11.7 g, 22.7 mmol) in THF (70 mL) at 0° C. After approximately 1 h at 0° C., the reaction was quenched by the dropwise addition of 1.0 M hydrochloric acid, and the resulting mixture stirred for 15 min. The resulting mixture was poured slowly into saturated aqueous sodium bicarbonate and extracted with EtOAc. The combined organic extracts we... Starting materials: O=C(O)c1cc2ccc(C(F)(F)F)cc2o1, C1CCN(CC2CCCN2)CC1. Product: O=C(c1cc2ccc(C(F)(F)F)cc2o1)N1CCCC1CN1CCCCC1. As a reaction SMILES: [F:1][C:2]([c:3]1[cH:4][c:5]2[c:6]([cH:7][c:8]([C:10](=[O:11])[OH:12])[o:9]2)[cH:13][cH:14]1)([F:15])[F:16].[NH:17]1[CH:18]([CH2:22][N:23]2[CH2:24][CH2:25][CH2:26][CH2:27][CH2:28]2)[CH2:19][CH2:20][CH2:21]1>>[F:1][C:2]([c:3]1[cH:4][c:5]2[c:6]([cH:7][c:8]([C:10](=[O:12])[N:17]3[CH:18]([CH2:22][N:23]4[CH2:24][CH2:25][CH2:26][CH2:27][CH2:28]4)[CH2:19][CH2:20][CH2:21]3)[o:9]2)[cH:13][cH:14]1)([F:15])[F:16]. The reactants are OC1=C(C=C(C=C1OC)C(C)=O)OC (4'-Hydroxy-3',5'-dimethoxyacetophenone), N1C=C(C2=CC=CC=C12)C=O (indole-3-carboxaldehyde), N1CCCCC1 (piperidine). Run in C(C)O (ethanol). Yields the product OC1=C(C=C(C=C1OC)C(\C=C\C1=CNC2=CC=CC=C12)=O)OC ((E)-1-(4-Hydroxy-3,5-dimethoxyphenyl)-3-(indol-3-yl)-2-propen-1-one). Isolated yield 19.2%. As a reaction SMILES: [OH:1][C:2]1[C:7]([O:8][CH3:9])=[CH:6][C:5]([C:10](=[O:12])[CH3:11])=[CH:4][C:3]=1[O:13][CH3:14].[NH:15]1[C:23]2[C:18](=[CH:19][CH:20]=[CH:21][CH:22]=2)[C:17]([CH:24]=O)=[CH:16]1.N1CCCCC1>C(O)C>[OH:1][C:2]1[C:3]([O:13][CH3:14])=[CH:4][C:5]([C:10](=[O:12])/[CH:11]=[CH:24]/[C:17]2[C:18]3[C:23](=[CH:22][CH:21]=[CH:20][CH:19]=3)[NH:15][CH:16]=2)=[CH:6][C:7]=1[O:8][CH3:9]. Reported procedure: 4'-Hydroxy-3',5'-dimethoxyacetophenone (1.96 g) and indole-3-carboxaldehyde (1.45 g) were dissolved in ethanol (20 ml), and piperidine (0.85 g) was added thereto, followed by heating under reflux for 32 hours. The reaction solution was concentrated under reduced pressure, and the residue was purified by silica gel column chromatography. The obtained crude crystals were recrystallized from ethyl acetate to give Compound 70 (0.62 g). The reactants are NC=1N(C(=C(C1C#N)C)C)C1=CC=C(C=C1)Cl (2-amino-1-(4-chlorophenyl)-3-cyano-4,5-dimethylpyrrole), C(=O)N (formamide). The solvent is CN(C=O)C (dimethylformamide), C(=O)O (formic acid). The product is NC=1C2=C(N=CN1)N(C(=C2C)C)C2=CC=C(C=C2)Cl (4-Amino-7-(4-chlorophenyl)-5,6-dimethylpyrrolo[2,3-d]pyrimidine). Reaction SMILES: [NH2:1][C:2]1[N:3]([C:11]2[CH:16]=[CH:15][C:14]([Cl:17])=[CH:13][CH:12]=2)[C:4]([CH3:10])=[C:5]([CH3:9])[C:6]=1[C:7]#[N:8].[CH:18]([NH2:20])=O>CN(C)C=O.C(O)=O>[NH2:8][C:7]1[C:6]2[C:5]([CH3:9])=[C:4]([CH3:10])[N:3]([C:11]3[CH:12]=[CH:13][C:14]([Cl:17])=[CH:15][CH:16]=3)[C:2]=2[N:1]=[CH:18][N:20]=1. Procedure details: 15 g (0.06 mol) of 2-amino-1-(4-chlorophenyl)-3-cyano-4,5-dimethylpyrrole in 100 ml of formamide, 30 ml of dimethylformamide and 15 ml of concentrated formic acid are heated under reflux for 7 hours. The crystals which precipitate on cooling are washed with water and recrystallised from ethanolic potassium hydroxide solution. Melting point: 250° C., yield: 13 g (79% of theory). The reactants are P(=O)(Cl)(Cl)Cl (Phosphorus oxychloride), C(C)(C)(C)OC(=O)N1C(CCCCC1)C(=O)O (perhydro-azepine-1,2-dicarboxylic acid 1-tert-butyl ester), C(C)(C)(C)C1=CC(=NO1)N (5-tert-butyl-isoxazol-3-ylamine). The solvent is N1=CC=CC=C1 (pyridine), CCOC(=O)C (EtOAc). Conditions: time 3 hour. The product is C(C)(C)(C)OC(=O)N1[C@@H](CCCCC1)C(NC1=NOC(=C1)C(C)(C)C)=O ((S)-2-(5-tert-Butyl-isoxazol-3-ylcarbamoyl)-perhydro-azepine-1-carboxylic acid tert-butyl ester). Reaction SMILES: P(Cl)(Cl)(Cl)=O.[C:6]([O:10][C:11]([N:13]1[CH2:19][CH2:18][CH2:17][CH2:16][CH2:15][CH:14]1[C:20]([OH:22])=O)=[O:12])([CH3:9])([CH3:8])[CH3:7].[C:23]([C:27]1[O:31][N:30]=[C:29]([NH2:32])[CH:28]=1)([CH3:26])([CH3:25])[CH3:24]>N1C=CC=CC=1.CCOC(C)=O>[C:6]([O:10][C:11]([N:13]1[CH2:19][CH2:18][CH2:17][CH2:16][CH2:15][C@H:14]1[C:20](=[O:22])[NH:32][C:29]1[CH:28]=[C:27]([C:23]([CH3:26])([CH3:25])[CH3:24])[O:31][N:30]=1)=[O:12])([CH3:7])([CH3:8])[CH3:9]. Procedure details: Phosphorus oxychloride (0.88 g, 5.73 mmol) is added drop wise at 0° C. to a solution of perhydro-azepine-1,2-dicarboxylic acid 1-tert-butyl ester (0.93 g, 3.82 mmol) and 5-tert-butyl-isoxazol-3-ylamine (0.54 g, 3.82 mol) in pyridine (10.0 mL). The reaction mixture is slowly warmed up to room temperature and stirred for three hours. The mixture is diluted with EtOAc and washed twice with saturated NH4Cl solution. The organic phase is washed with 1N HCl, and after drying over anhydrous Na2SO4 the ...